From a dataset of the Open Reaction Database (ORD), a public repository of structured organic reaction records. describe an organic reaction: reactants, conditions, products, and yield Starting materials: CC1=NC=CN=C1C (2,3-dimethylpyrazine), OO (H2O2). The solvent is C(C)(=O)O (acetic acid). Reaction conditions: temperature 35 celsius, time 2 day. Yields the product CC1=[N+](C=CN=C1C)[O-] (2,3-dimethylpyrazine 1-oxide). Isolated yield 94.6%. As a reaction SMILES: [CH3:1][C:2]1[C:7]([CH3:8])=[N:6][CH:5]=[CH:4][N:3]=1.[OH:9]O>C(O)(=O)C>[CH3:1][C:2]1[C:7]([CH3:8])=[N:6][CH:5]=[CH:4][N+:3]=1[O-:9]. Procedure details: A mixture of 2,3-dimethylpyrazine (25 g, 0.23 mol) and 30% H2O2 (52.4 g, 0.46 mol) in acetic acid (74 mL) was stirred for two days at 35° C. The solvent was removed under vacuum. Water was added and the mixture evaporated again. The residue was basified with aqueous K2CO3 and extracted with EtOAc. The organic phases were dried over Na2SO4 and concentrated. The resulting solid combined from two batches was recrystallized from cyclohexane to give 2,3-dimethylpyrazine 1-oxide (27 g, 47%). 1HNMR (CD... Starting materials: N#CB([O-])[O-], CC(C)(C)[Si](C)(C)OCC=O, O=C([O-])O, CC(=O)O, CCOC(C)=O, CO, Nc1ccc2cc(-c3ccccc3C(F)(F)F)[nH]c(=O)c2c1, [Na+], [Na+], [Na+]. Yields the product CC(C)(C)[Si](C)(C)OCCNc1ccc2cc(-c3ccccc3C(F)(F)F)[nH]c(=O)c2c1. Reaction SMILES: [B:38]([C:39]#[N:40])([O-:41])[O-:42].[C:1]([CH3:2])([CH3:3])([CH3:4])[Si:5]([O:6][CH2:7][CH:8]=[O:9])([CH3:10])[CH3:11].[C:45](=[O:46])([OH:47])[O-:48].[CH3:12][C:13](=[O:14])[OH:15].[CH3:50][CH2:51][O:52][C:53](=[O:54])[CH3:55].[CH3:56][OH:57].[NH2:16][c:17]1[cH:18][cH:19][c:20]2[cH:21][c:22](-[c:28]3[c:29]([C:34]([F:35])([F:36])[F:37])[cH:30][cH:31][cH:32][cH:33]3)[nH:23][c:24](=[O:27])[c:25]2[cH:26]1.[Na+:43].[Na+:44].[Na+:49]>>[C:1]([CH3:2])([CH3:3])([CH3:4])[Si:5]([O:6][CH2:7][CH2:8][NH:16][c:17]1[cH:18][cH:19][c:20]2[cH:21][c:22](-[c:28]3[c:29]([C:34]([F:35])([F:36])[F:37])[cH:30][cH:31][cH:32][cH:33]3)[nH:23][c:24](=[O:27])[c:25]2[cH:26]1)([CH3:10])[CH3:11]. Reactants: C=1(C(=CC=CC1)N)N (benzene-1,2-diamine), O1C(=CC2=C1C=CC=C2)S(=O)(=O)Cl (benzofuran-2-sulfonyl chloride). The solvent is C(Cl)Cl (DCM), N1=CC=CC=C1 (pyridine), C(Cl)Cl (DCM). Run at time 6 hour. Product: O1C(=CC2=C1C=CC=C2)S(=O)(=O)NC2=C(C=CC=C2)NS(=O)(=O)C=2OC1=C(C2)C=CC=C1 (N-{2-[(1-benzofuran-2-ylsulfonyl)amino]phenyl}-1-benzofuran-2-sulfonamide). Isolated yield 49.9%. As a reaction SMILES: [C:1]1([NH2:8])[C:2]([NH2:7])=[CH:3][CH:4]=[CH:5][CH:6]=1.[O:9]1[C:13]2[CH:14]=[CH:15][CH:16]=[CH:17][C:12]=2[CH:11]=[C:10]1[S:18](Cl)(=[O:20])=[O:19]>C(Cl)Cl.N1C=CC=CC=1>[O:9]1[C:13]2[CH:14]=[CH:15][CH:16]=[CH:17][C:12]=2[CH:11]=[C:10]1[S:18]([NH:7][C:2]1[CH:3]=[CH:4][CH:5]=[CH:6][C:1]=1[NH:8][S:18]([C:10]1[O:9][C:13]2[CH:14]=[CH:15][CH:16]=[CH:17][C:12]=2[CH:11]=1)(=[O:19])=[O:20])(=[O:20])=[O:19]. Procedure details: To a solution of benzene-1,2-diamine (0.5 mmol) in DCM (2 mL) and pyridine (0.5 mL) at 0° C., benzofuran-2-sulfonyl chloride (1.1 mmol; prepared as in Example 12) was added at 0° C. in small portions over 10-15 min. The reaction mixture was then gradually warmed to RT with stirring continued for 6 h. The reaction mixture was then diluted with DCM (5 mL). The organic phase was washed with 10% aqueous HCl (5 mL), water (5 mL), and brine (5 mL). The organic phase was dried over anhydrous sodium sul... The reactants are FC1=C2CC(CC2=CC=C1F)(C(=O)O)NC(C1=C(C(=CC=C1)C)C=C(C)C)=O (4,5-Difluoro-2-[3-methyl-2-(2-methyl-propenyl)-benzoylamino]-indan-2-carboxylic acid). The reagents and catalysts are [Pd] (palladium/carbon). The solvent is CO (methanol). The product is FC1=C2CC(CC2=CC=C1F)(C(=O)O)NC(C1=C(C(=CC=C1)C)CC(C)C)=O (4,5-Difluoro-2-(2-isobutyl-3-methyl-benzoylamino)-indan-2-carboxylic acid). As a reaction SMILES: [F:1][C:2]1[C:10]([F:11])=[CH:9][CH:8]=[C:7]2[C:3]=1[CH2:4][C:5]([NH:15][C:16](=[O:28])[C:17]1[CH:22]=[CH:21][CH:20]=[C:19]([CH3:23])[C:18]=1[CH:24]=[C:25]([CH3:27])[CH3:26])([C:12]([OH:14])=[O:13])[CH2:6]2>CO.[Pd]>[F:1][C:2]1[C:10]([F:11])=[CH:9][CH:8]=[C:7]2[C:3]=1[CH2:4][C:5]([NH:15][C:16](=[O:28])[C:17]1[CH:22]=[CH:21][CH:20]=[C:19]([CH3:23])[C:18]=1[CH2:24][CH:25]([CH3:26])[CH3:27])([C:12]([OH:14])=[O:13])[CH2:6]2. Procedure: A solution of 4,5-difluoro-2-[3-methyl-2-(2-methyl-propenyl)-benzoylamino]-indan-2-carboxylic acid (388) (220 mg, 0.57 mmol) in methanol (40 mL) is hydrogenated using 10% palladium/carbon catalyst at 40 bar and 30° C. using the Thales nanotechnology H-Cube for 24 hours. The methanol is concentrated to dryness in vacuo to give the product (389) as white solid powder. The reactants are C#CC1=CC2C(C1)CC2(CN)C(C(=O)[O-])C(C)(C)C, CCC1C=CC2C1CC2(CN)CC(=O)O, Cc1ccc(S(=O)(=O)O)cc1. The product is C#CC1=CC2C(C1)CC2(CN)CC(=O)O, Cc1ccc(S(=O)(=O)O)cc1. Reaction SMILES: [C:27]([CH3:28])([CH3:29])([CH3:30])[CH:31]([C:32](=[O:33])[O-:34])[C:35]1([CH2:44][NH2:45])[CH:36]2[CH:37]=[C:38]([C:42]#[CH:43])[CH2:39][CH:40]2[CH2:41]1.[NH2:12][CH2:13][C:14]1([CH2:15][C:16]([OH:17])=[O:18])[CH2:19][CH:20]2[CH:21]1[CH:22]=[CH:23][CH:24]2[CH2:25][CH3:26].[c:1]1([CH3:11])[cH:2][cH:3][c:4]([S:7](=[O:8])(=[O:9])[OH:10])[cH:5][cH:6]1>>[CH2:31]([C:32](=[O:33])[OH:34])[C:35]1([CH2:44][NH2:45])[CH:36]2[CH:37]=[C:38]([C:42]#[CH:43])[CH2:39][CH:40]2[CH2:41]1.[c:1]1([CH3:11])[cH:2][cH:3][c:4]([S:7](=[O:8])(=[O:9])[OH:10])[cH:5][cH:6]1. Starting materials: C(C)(C)(C)OC(N(CCCCNC(=O)OC(C)(C)C)CCCCN(C(=O)OC(C)(C)C)CCCCNCC1=CC(=C(C=C1)OCCCCCCCCC=CCCCCCCCC)OCCCCCCCCC=CCCCCCCCC)=O ((4-{[4-(3,4-Bis-octadec-9-enyloxy-benzylamino)-butyl]-tert-butoxycarbonyl-amino}-butyl)-(4-tert-butoxycarbonylamino-butyl)-carbamic acid tert-butyl ester), Cl (HCl). The solvent is C(C)(=O)OCC (ethyl acetate), C(C)(=O)OCC (ethyl acetate). Run at temperature 0 celsius, time 1 hour. The product is Cl.Cl.Cl.Cl.NCCCCNCCCCNCCCCNCC1=CC(=C(C=C1)OCCCCCCCCC=CCCCCCCCC)OCCCCCCCCC=CCCCCCCCC (N-[4-(4-Amino-butylamino)-butyl]-N′-(3,4-bis-octadec-9-enyloxy-benzyl)-butane-1,4-diamine, tetrahydrochloride salt). Isolated yield 98.0%. As a reaction SMILES: C(OC(=O)[N:7]([CH2:20][CH2:21][CH2:22][CH2:23][N:24]([CH2:32][CH2:33][CH2:34][CH2:35][NH:36][CH2:37][C:38]1[CH:43]=[CH:42][C:41]([O:44][CH2:45][CH2:46][CH2:47][CH2:48][CH2:49][CH2:50][CH2:51][CH2:52][CH:53]=[CH:54][CH2:55][CH2:56][CH2:57][CH2:58][CH2:59][CH2:60][CH2:61][CH3:62])=[C:40]([O:63][CH2:64][CH2:65][CH2:66][CH2:67][CH2:68][CH2:69][CH2:70][CH2:71][CH:72]=[CH:73][CH2:74][CH2:75][CH2:76][CH2:77][CH2:78][CH2:79][CH2:80][CH3:81])[CH:39]=1)C(OC(C)(C)C)=O)[CH2:8][CH2:9][CH2:10][CH2:11][NH:12]C(OC(C)(C)C)=O)(C)(C)C.[ClH:83]>C(OCC)(=O)C>[ClH:83].[ClH:83].[ClH:83].[ClH:83].[NH2:12][CH2:11][CH2:10][CH2:9][CH2:8][NH:7][CH2:20][CH2:21][CH2:22][CH2:23][NH:24][CH2:32][CH2:33][CH2:34][CH2:35][NH:36][CH2:37][C:38]1[CH:43]=[CH:42][C:41]([O:44][CH2:45][CH2:46][CH2:47][CH2:48][CH2:49][CH2:50][CH2:51][CH2:52][CH:53]=[CH:54][CH2:55][CH2:56][CH2:57][CH2:58][CH2:59][CH2:60][CH2:61][CH3:62])=[C:40]([O:63][CH2:64][CH2:65][CH2:66][CH2:67][CH2:68][CH2:69][CH2:70][CH2:71][CH:72]=[CH:73][CH2:74][CH2:75][CH2:76][CH2:77][CH2:78][CH2:79][CH2:80][CH3:81])[CH:39]=1 |f:3.4.5.6.7|. Procedure details: A concentrated solution of the amine 19 (0.253 g, 0.22 mmol) in ethyl acetate was added cooled to 0° C. A total of 5 mL of a freshly prepared saturated solution of HCl in ethyl acetate was added dropwise and the solution stirred for 1 h at room temperature during which time a white precipitate formed. The ethyl acetate was removed in vacuo and the residue co-evaporated with ethyl acetate and chloroform to give the product 26 as a white powder (0.215 g, 98%); 1H NMR (CD3OD) δ 7.13 (s, 1H, aryl), ... The reactants are NC1C(N(C2=C(C(=N1)C1=CC=CC=C1)C=CC=C2)C)=O (3(R,S)-amino-1,3-dihydro-1-methyl-5-phenyl-2H-1,4-benzodiazepin-2-one), [N+](=O)([O-])C1=CC=C(C=C1)N=C=O (4-nitrophenylisocyanate). Run in O1CCCC1 (tetrahydrofuran). Reaction conditions: time 8 hour. Product: [N+](=O)([O-])C1=CC=C(C=C1)NC(=O)NC1C(N(C2=C(C(=N1)C1=CC=CC=C1)C=CC=C2)C)=O (N-(4-Nitrophenyl)-N'-(2,3-dihydro-1-methyl-2-oxo-5-phenyl-1H-1,4-benzodiazepin-3-yl)-urea). Reaction SMILES: [NH2:1][CH:2]1[N:8]=[C:7]([C:9]2[CH:14]=[CH:13][CH:12]=[CH:11][CH:10]=2)[C:6]2[CH:15]=[CH:16][CH:17]=[CH:18][C:5]=2[N:4]([CH3:19])[C:3]1=[O:20].[N+:21]([C:24]1[CH:29]=[CH:28][C:27]([N:30]=[C:31]=[O:32])=[CH:26][CH:25]=1)([O-:23])=[O:22]>O1CCCC1>[N+:21]([C:24]1[CH:25]=[CH:26][C:27]([NH:30][C:31]([NH:1][CH:2]2[N:8]=[C:7]([C:9]3[CH:14]=[CH:13][CH:12]=[CH:11][CH:10]=3)[C:6]3[CH:15]=[CH:16][CH:17]=[CH:18][C:5]=3[N:4]([CH3:19])[C:3]2=[O:20])=[O:32])=[CH:28][CH:29]=1)([O-:23])=[O:22]. Procedure details: Equimolar amounts of 3(R,S)-amino-1,3-dihydro-1-methyl-5-phenyl-2H-1,4-benzodiazepin-2-one and 4-nitrophenylisocyanate were mixed in 8 ml of dry tetrahydrofuran at room temperature. The reaction mixture was allowed to stand for 8 hours and was then filtered. The collected solids were washed with tetrahydrofuran and dried in vacuo over P2O5 to give the analytical product: m.p. 292°-293° C. Reactants: OC1(c2cccc(Cl)c2F)CCN(Cc2ccccc2)C1, C1COCCN1, CN(C)C=O, CI. The product is CN1CCC(O)(c2cccc(Cl)c2F)C1. RXN SMILES: [CH2:1]([c:2]1[cH:3][cH:4][cH:5][cH:6][cH:7]1)[N:8]1[CH2:9][C:10]([OH:13])([c:14]2[c:15]([F:21])[c:16]([Cl:20])[cH:17][cH:18][cH:19]2)[CH2:11][CH2:12]1.[CH2:24]1[NH:25][CH2:26][CH2:27][O:28][CH2:29]1.[CH:30]([N:31]([CH3:32])[CH3:33])=[O:34].[I:22][CH3:23]>>[CH3:1][N:8]1[CH2:9][C:10]([OH:13])([c:14]2[c:15]([F:21])[c:16]([Cl:20])[cH:17][cH:18][cH:19]2)[CH2:11][CH2:12]1.